Dataset: the Open Reaction Database (ORD), a public repository of structured organic reaction records. Task: describe an organic reaction: reactants, conditions, products, and yield The reactants are C(=O)(OC)C1=C(N(C(C)=O)C(C)=O)C(=CC(=C1OC)OC)Cl (2-carbomethoxy-6-chloro-N,N-diacetyl-3,4-dimethoxyaniline), [OH-].[Na+] (sodium hydroxide), C (Darco). Solvent: C(C)(=O)O (acetic acid). Product: ClC1=C(C(C(=O)O)=C(C(=C1)OC)OC)N (3-Chloro-5,6-dimethoxyanthranilic acid). The yield is 2.7%. RXN SMILES: [C:1]([C:5]1[C:17]([O:18][CH3:19])=[C:16]([O:20][CH3:21])[CH:15]=[C:14]([Cl:22])[C:6]=1[N:7](C(=O)C)C(=O)C)([O:3]C)=[O:2].[OH-].[Na+].C>C(O)(=O)C>[Cl:22][C:14]1[CH:15]=[C:16]([O:20][CH3:21])[C:17]([O:18][CH3:19])=[C:5]([C:1]([OH:3])=[O:2])[C:6]=1[NH2:7] |f:1.2|. Procedure: A mixture of 2,4 g (97.3 mmol) of 2-carbomethoxy-6-chloro-N,N-diacetyl-3,4-dimethoxyaniline and 20 mL of 2N sodium hydroxide was refluxed 3.5 hours. The solution was treated with Darco and neutralized with 5 mL of glacial acetic acid. Upon cooling, the product crystallized and was collected by filtration to yield 0.6 g (36%) of a fluffy yellow solid, mp 140°-142° C. NMR (CDCl3) δ 3.82 (s, 3H, OCH3), 4.03 (s, 3H, OCH3). 7.15 (s, 1H, ArH). Starting materials: C(C)(=O)OC(C)=O (acetic anhydride), C/C(=C\C#N)/N (3-aminocrotonitrile), ClC1=CC=CC=C1 (chlorobenzene), CO (methanol), C(#N)CC(=O)NN (cyanoacetylhydrazine). Reaction conditions: temperature 115 celsius, time 2 hour. Yields the product C(#N)C=1C(=CC=2N(C1C)N=C(N2)C)O (6-Cyano-2,5-dimethyl-7-hydroxy[1,2,4]triazolo[2,3-a]pyridine). Reaction SMILES: C/C(/N)=C\[C:4]#[N:5].Cl[C:8]1[CH:13]=CC=CC=1.[C:14]([CH2:16][C:17]([NH:19][NH2:20])=O)#[N:15].C(O[C:25](=[O:27])[CH3:26])(=O)C.[CH3:28]O>>[C:14]([C:16]1[C:25]([OH:27])=[CH:26][C:4]2[N:19]([N:20]=[C:13]([CH3:8])[N:5]=2)[C:17]=1[CH3:28])#[N:15]. Procedure: 120 g of 3-aminocrotonitrile were introduced into 250 ml of anhydrous chlorobenzene and stirred at 110 to 120° C. Then 141 g of N-acetyl-N,-cyanoacetylhydrazine were introduced a little at a time, waiting after each addition until the exothermic reaction had subsided. The reaction mixture was then boiled for 2 hours and, after addition of 125 g of acetic anhydride, refluxed for a further 2 hours. The heating was then switched off; 500 ml of methanol were added at 60° to 70° C., and the mixture w... The reactants are BrCC(=O)C1=CC=C(C=C1)OC (2-bromo-1-(4-methoxy-phenyl)-ethanone), CC=1C=CC(=NC1)N (5-methyl-pyridin-2-ylamine), C([O-])([O-])=O.[Na+].[Na+] (sodium carbonate). Solvent: CCO (EtOH). Yields the product COC1=CC=C(C=C1)C=1N=C2N(C=C(C=C2)C)C1 (2-(4-Methoxy-phenyl)-6-methyl-imidazo[1,2-a]pyridine). The yield is 89.8%. As a reaction SMILES: Br[CH2:2][C:3]([C:5]1[CH:10]=[CH:9][C:8]([O:11][CH3:12])=[CH:7][CH:6]=1)=O.[CH3:13][C:14]1[CH:15]=[CH:16][C:17]([NH2:20])=[N:18][CH:19]=1.C(=O)([O-])[O-].[Na+].[Na+]>CCO>[CH3:12][O:11][C:8]1[CH:9]=[CH:10][C:5]([C:3]2[N:20]=[C:17]3[CH:16]=[CH:15][C:14]([CH3:13])=[CH:19][N:18]3[CH:2]=2)=[CH:6][CH:7]=1 |f:2.3.4|. Procedure details: To a magnetically stirred solution of 2-bromo-1-(4-methoxy-phenyl)-ethanone (3.0 g, 13.09 mmol) and 5-methyl-pyridin-2-ylamine (1.42 g, 13.09 mmol) in EtOH (30 mL) under Ar atmosphere was added sodium carbonate (2.77 g, 26.18 mmol). The reaction mixture was refluxed for 4 h. The mixture was cooled to room temperature and concentrated in vacuo. Water (60 mL) was added, and the aqueous phase was extracted with dichloromethane (100 mL). The combined organic layers were washed with water (100 mL), d... Reactants: COC1=CC=C(OC=2C=C(C=NC2)[C@]23N(C[C@@H](NC2)C3)C(=O)OC(C)(C)C)C=C1 ((1S,4S)-(5-(4-methoxyphenoxy)-3-pyridyl)-2-N-(tert-butoxycarbonyl)-2,5-diazabicyclo[2.2.1]heptane), [C@@H]([C@@H]([C@H](C(=O)O)O)O)([C@@H](C(=O)O)O)O (mucic acid). Run in C(C)O (ethanol), O (water). Product: O=C([C@H](O)[C@@H](O)[C@@H](O)[C@H](O)C(=O)O)O.COC1=CC=C(OC=2C=C(C=NC2)[C@]23N(C[C@@H](NC2)C3)C(=O)OC(C)(C)C)C=C1.COC1=CC=C(OC=3C=C(C=NC3)[C@]32N(C[C@@H](NC3)C2)C(=O)OC(C)(C)C)C=C1 ((1S,4S)-(5-(4-Methoxyphenoxy)-3-pyridyl)-2-N-(tert-butoxycarbonyl)-2,5-diazabicyclo[2.2.1]heptane hemigalactarate). The yield is 338.0%. As a reaction SMILES: [CH3:1][O:2][C:3]1[CH:29]=[CH:28][C:6]([O:7][C:8]2[CH:9]=[C:10]([C@@:14]34[CH2:20][C@H:17]([NH:18][CH2:19]3)[CH2:16][N:15]4[C:21]([O:23][C:24]([CH3:27])([CH3:26])[CH3:25])=[O:22])[CH:11]=[N:12][CH:13]=2)=[CH:5][CH:4]=1.[C@H:30]([OH:43])([C@H:38]([OH:42])[C:39]([OH:41])=[O:40])[C@H:31]([OH:37])[C@@H:32]([OH:36])[C:33]([OH:35])=[O:34]>C(O)C.O>[O:34]=[C:33]([OH:35])[C@@H:32]([C@H:31]([C@H:30]([C@@H:38]([C:39]([OH:41])=[O:40])[OH:42])[OH:43])[OH:37])[OH:36].[CH3:1][O:2][C:3]1[CH:29]=[CH:28][C:6]([O:7][C:8]2[CH:9]=[C:10]([C@@:14]34[CH2:20][C@H:17]([NH:18][CH2:19]3)[CH2:16][N:15]4[C:21]([O:23][C:24]([CH3:25])([CH3:27])[CH3:26])=[O:22])[CH:11]=[N:12][CH:13]=2)=[CH:5][CH:4]=1.[CH3:1][O:2][C:3]1[CH:29]=[CH:28][C:6]([O:7][C:8]2[CH:9]=[C:10]([C@@:14]34[CH2:20][C@H:17]([NH:18][CH2:19]3)[CH2:16][N:15]4[C:21]([O:23][C:24]([CH3:25])([CH3:27])[CH3:26])=[O:22])[CH:11]=[N:12][CH:13]=2)=[CH:5][CH:4]=1 |f:4.5.6|. Reported procedure: A solution of (1S,4S)-(5-(4-methoxyphenoxy)-3-pyridyl)-2-N-(tert-butoxycarbonyl)-2,5-diazabicyclo[2.2.1]heptane (0.26 g, 0.87 mmol) in ethanol (2 mL) and water (2 mL) was heated at 60° C. as mucic acid (0.075 g, 0.0574 mmol) was added. The mixture was heated for 30 min then filtered through glass wool and concentrated to approximately 1 mL. The solution was treated with diethyl ether (4 mL). The resulting precipitate was collected, washed with diethyl ether (1 mL) and dried at 45° C. for 4 h. to... The reactants are CC=1C=C(C=C(C1)C)I (3,5-dimethyliodobenzene), [OH-].[Cs+] (cesium hydroxide). The solvent is ClCCl.CCCCCCC (dichloromethane heptane). Yields the product CC=1C=C(C=C(C1)C)O (3,5-dimethylphenol). The yield is 96.0%. RXN SMILES: [CH3:1][C:2]1[CH:3]=[C:4](I)[CH:5]=[C:6]([CH3:8])[CH:7]=1.[OH-:10].[Cs+]>ClCCl.CCCCCCC>[CH3:1][C:2]1[CH:3]=[C:4]([OH:10])[CH:5]=[C:6]([CH3:8])[CH:7]=1 |f:1.2,3.4|. Procedure: Following general operating mode A, 3,5-dimethyliodobenzene (145 μL, 1.0 mmol) was reacted with cesium hydroxide to give the expected product in the form of a white solid with a yield of 96% (eluent: dichloromethane/heptane 20:80). Starting materials: C(C1=CC=CC=C1)(=O)N1CCC(CC1)C(=O)OC ((±)-methyl 1-benzoyl-4-piperidinecarboxylate), O (water), O.NN (hydrazine hydrate). Run in CO (MeOH). Reaction conditions: time 24 hour. Yields the product C(C1=CC=CC=C1)(=O)N1CCC(CC1)C(=O)NN ((±)-1-benzoyl-4-piperidinecarbohydrazide), solid. Yield: 93.0%. As a reaction SMILES: [C:1]([N:9]1[CH2:14][CH2:13][CH:12]([C:15]([O:17]C)=O)[CH2:11][CH2:10]1)(=[O:8])[C:2]1[CH:7]=[CH:6][CH:5]=[CH:4][CH:3]=1.O.[NH2:20][NH2:21].O>CO>[C:1]([N:9]1[CH2:14][CH2:13][CH:12]([C:15]([NH:20][NH2:21])=[O:17])[CH2:11][CH2:10]1)(=[O:8])[C:2]1[CH:7]=[CH:6][CH:5]=[CH:4][CH:3]=1 |f:1.2|. Procedure: To a suspension of (±)-methyl 1-benzoyl-4-piperidinecarboxylate (502 mg, 2.03 mmol) in MeOH (10 mL) was added hydrazine hydrate (1.6 mL). After stirring for 24 h at rt, the reaction mixture and water (40 mL) was added. After washing with Et2O (2×20 mL), the aqueous layer was evaporated off under vacuo. The title compound was obtained as an amorphous beige solid (469 mg, 93%) in a 91.0% purity by HPLC (MaxPlot detection between 230 and 400 nm).